From a dataset of the Open Reaction Database (ORD), a public repository of structured organic reaction records. describe an organic reaction: reactants, conditions, products, and yield Reactants: CCBr, COc1ccc(CC(=O)N(Cc2ccc(C)cc2)C2CCNCC2)cc1, CC#N, Cl. Yields the product CCN1CCC(N(Cc2ccc(C)cc2)C(=O)Cc2ccc(OC)cc2)CC1. RXN SMILES: [CH2:27]([CH3:28])[Br:29].[CH3:1][O:2][c:3]1[cH:4][cH:5][c:6]([CH2:9][C:10](=[O:11])[N:12]([CH:13]2[CH2:14][CH2:15][NH:16][CH2:17][CH2:18]2)[CH2:19][c:20]2[cH:21][cH:22][c:23]([CH3:26])[cH:24][cH:25]2)[cH:7][cH:8]1.[CH3:31][C:32]#[N:33].[ClH:30]>>[CH3:1][O:2][c:3]1[cH:4][cH:5][c:6]([CH2:9][C:10](=[O:11])[N:12]([CH:13]2[CH2:14][CH2:15][N:16]([CH2:27][CH3:28])[CH2:17][CH2:18]2)[CH2:19][c:20]2[cH:21][cH:22][c:23]([CH3:26])[cH:24][cH:25]2)[cH:7][cH:8]1. Reactants: [OH-].[Na+] (sodium hydroxide), COC(CCCCCCCN1C(=NC=C1)C1=CC=CC=C1)=O (8-(2-phenylimidazol-1-yl)octanoic acid methyl ester). Run in O (water), CO (methanol). Conditions: time 8 hour. Yields the product C1(=CC=CC=C1)C=1N(C=CN1)CCCCCCCC(=O)O (8-(2-phenylimidazol-1-yl)octanoic acid). Isolated yield 58.9%. As a reaction SMILES: [OH-].[Na+].C[O:4][C:5](=[O:24])[CH2:6][CH2:7][CH2:8][CH2:9][CH2:10][CH2:11][CH2:12][N:13]1[CH:17]=[CH:16][N:15]=[C:14]1[C:18]1[CH:23]=[CH:22][CH:21]=[CH:20][CH:19]=1>O.CO>[C:18]1([C:14]2[N:13]([CH2:12][CH2:11][CH2:10][CH2:9][CH2:8][CH2:7][CH2:6][C:5]([OH:24])=[O:4])[CH:17]=[CH:16][N:15]=2)[CH:19]=[CH:20][CH:21]=[CH:22][CH:23]=1 |f:0.1|. Reported procedure: Add sodium hydroxide (6.0 g, 150 mmol) in water (50 mL) to a suspension of 8-(2-phenylimidazol-1-yl)octanoic acid methyl ester (7.60 g, 25 mmol) in methanol (100 mL) at 0° C. under nitrogen. Warm the mixture to room temperature and stir for a total of 8 hours. Remove the solvent under reduced pressure, dilute the residue with water (300 mL), cool to 0° C., and acidify to pH 1 with 1 N HCl. Collect the precipitate and triturate with hexanes to afford 8-(2-phenylimidazol-1-yl)octanoic acid (4.22 g...